Task: describe an organic reaction: reactants, conditions, products, and yield. Dataset: the Open Reaction Database (ORD), a public repository of structured organic reaction records Procedure details: To an ice-cooled suspension of 1.0 gram of N2 -dansyl-L-arginine in 15 ml of isopropanol was added dropwise 0.5 ml of thionyl chloride with vigorous stirring. After being allowed to stand for 2 hours at room temperature, the reaction mixture was refluxed for 4 hours, and was evaporated to dryness (syrup). Treatment of the residual syrup with cold ethyl ether gave crude crystals. After recrystallization from isopropanol-ethyl ether, colorless N2 -dansyl-L-arginine isopropyl ester dihydrochloride ... The yield is 90.0%. RXN SMILES: [N:1]#[N:2].[S:3]([NH:19][C@H:20]([C:28]([OH:30])=[O:29])[CH2:21][CH2:22][CH2:23][NH:24][C:25](=[NH:27])[NH2:26])([C:6]1[C:18]2[CH:17]=[CH:16][CH:15]=[C:11]([N:12]([CH3:14])[CH3:13])[C:10]=2[CH:9]=[CH:8][CH:7]=1)(=[O:5])=[O:4].S(Cl)([Cl:33])=O.[CH:35](O)([CH3:37])[CH3:36]>>[N:1]#[N:2].[ClH:33].[ClH:33].[CH:35]([O:29][C:28](=[O:30])[C@H:20]([CH2:21][CH2:22][CH2:23][NH:24][C:25](=[NH:26])[NH2:27])[NH:19][S:3]([C:6]1[C:18]2[CH:17]=[CH:16][CH:15]=[C:11]([N:12]([CH3:13])[CH3:14])[C:10]=2[CH:9]=[CH:8][CH:7]=1)(=[O:4])=[O:5])([CH3:37])[CH3:36] |f:0.1,4.5.6.7|. Product: N#N.Cl.Cl.C(C)(C)OC([C@@H](NS(=O)(=O)C1=CC=CC=2C(N(C)C)=CC=CC12)CCCNC(N)=N)=O (N2 dansyl-L-arginine isopropyl ester dihydrochloride). Run at time 2 hour. Starting materials: ice, N#N.S(=O)(=O)(C1=CC=CC=2C(N(C)C)=CC=CC12)N[C@@H](CCCNC(N)=N)C(=O)O (N2 dansyl-L-arginine), C(C)(C)O (isopropanol), S(=O)(Cl)Cl (thionyl chloride). Reactants: BrC1CC1, CC(=O)O, N#Cc1ccccc1F, [Mg], C1CCOC1, O. Product: O=C(c1ccccc1F)C1CC1. RXN SMILES: [Br:7][CH:8]1[CH2:9][CH2:10]1.[CH3:20][C:21](=[O:22])[OH:23].[F:11][c:12]1[c:13]([C:18]#[N:19])[cH:14][cH:15][cH:16][cH:17]1.[Mg:1].[O:2]1[CH2:3][CH2:4][CH2:5][CH2:6]1.[OH2:24]>>[O:2]=[C:6]([CH:5]1[CH2:3][CH2:4]1)[c:13]1[c:12]([F:11])[cH:17][cH:16][cH:15][cH:14]1.